From a dataset of the Open Reaction Database (ORD), a public repository of structured organic reaction records. describe an organic reaction: reactants, conditions, products, and yield Starting materials: CC1=C(CC[Si](O[Si](CCC2=C(C=CC=C2)C)(C)C)(C)C)C=CC=C1 (1,3-di(2-methylphenethyl)tetramethyldisiloxane), C[Si](O[Si](C)(C)C)(C)C (hexamethyldisiloxane). Reaction conditions: time 2 hour. Yields the product CC[Si](O[Si](C)(C)CCC1=CC=CC=C1)(C)C (methylphenethylpentamethyldisiloxane). Reaction SMILES: CC1C=CC=CC=1[CH2:4][CH2:5][Si:6]([CH3:21])([CH3:20])[O:7][Si:8]([CH3:19])([CH3:18])[CH2:9][CH2:10][C:11]1[CH:16]=[CH:15][CH:14]=[CH:13][C:12]=1C.C[Si](C)(C)O[Si](C)(C)C>>[CH3:4][CH2:5][Si:6]([CH3:21])([CH3:20])[O:7][Si:8]([CH2:9][CH2:10][C:11]1[CH:16]=[CH:15][CH:14]=[CH:13][CH:12]=1)([CH3:18])[CH3:19]. Procedure details: The following were charged to a 1 L roundbottom flask equipped with a stirrer and thermometer: 200 g 1,3-di(2-methylphenethyl)tetramethyldisiloxane as prepared in Example 3, 600 g hexamethyldisiloxane, and 5 g thoroughly dehydrated activated clay. This was followed by heating to 80° to 85° C. and stirring for 2 hours. The reaction mixture was then filtered and the filtrate was heated in vacuo to afford 170 g 2- (methylphenethylpentamethyldisiloxane. The reactants are FC(C(C=C[C@@H]1[C@H]2CC(O[C@H]2C[C@H]1OC1OCCCC1)=O)=O)(CCCC)F ((1S,5R,6R,7R)-6-(4,4-difluoro-3-oxooctenyl)-7-(tetrahydropyranyloxy)-2-oxabicyclo[3.3.0]-octan-3-one). Reagents/catalysts: [Pd] (palladium on carbon). Solvent: C(C)(=O)OCC (ethyl acetate). The product is FC(C(CC[C@@H]1[C@H]2CC(O[C@H]2C[C@H]1OC1OCCCC1)=O)=O)(CCCC)F ((1S,5R,6R,7R)-6-(4,4-difluoro-3-oxooctyl)-7-tetrahydropyranyloxy-2-oxabicyclo[3.3.0]octan-3-one). RXN SMILES: [F:1][C:2]([F:27])([CH2:23][CH2:24][CH2:25][CH3:26])[C:3](=[O:22])[CH:4]=[CH:5][C@H:6]1[C@H:13]([O:14][CH:15]2[CH2:20][CH2:19][CH2:18][CH2:17][O:16]2)[CH2:12][C@H:11]2[C@@H:7]1[CH2:8][C:9](=[O:21])[O:10]2>[Pd].C(OCC)(=O)C>[F:27][C:2]([F:1])([CH2:23][CH2:24][CH2:25][CH3:26])[C:3](=[O:22])[CH2:4][CH2:5][C@H:6]1[C@H:13]([O:14][CH:15]2[CH2:20][CH2:19][CH2:18][CH2:17][O:16]2)[CH2:12][C@H:11]2[C@@H:7]1[CH2:8][C:9](=[O:21])[O:10]2. Reported procedure: The compound (50) (12.7 g) was catalytically hydrogenated over 5% palladium on carbon (catalytic amount) in ethyl acetate (300 ml) under hydrogen atmosphere to give the titled compound (51). Yield: 12.5 g (99%). Reactants: BrC=1C=C(C=C(C1)C1OCCO1)O (3-bromo-5-[1,3]dioxolan-2-yl-phenol), C(=O)([O-])[O-].[K+].[K+] (K2CO3), C(C)I (ethyl iodide). The solvent is CN(C)C=O (DMF). Conditions: time 18 hour. Product: BrC=1C=C(C=C(C1)OCC)C1OCCO1 (2-(3-Bromo-5-ethoxy-phenyl)-[1,3]dioxolane). Isolated yield 71.2%. Reaction SMILES: [Br:1][C:2]1[CH:3]=[C:4]([OH:13])[CH:5]=[C:6]([CH:8]2[O:12][CH2:11][CH2:10][O:9]2)[CH:7]=1.C([O-])([O-])=O.[K+].[K+].[CH2:20](I)[CH3:21]>CN(C=O)C>[Br:1][C:2]1[CH:7]=[C:6]([CH:8]2[O:9][CH2:10][CH2:11][O:12]2)[CH:5]=[C:4]([O:13][CH2:20][CH3:21])[CH:3]=1 |f:1.2.3|. Procedure details: To a solution of 3-bromo-5-[1,3]dioxolan-2-yl-phenol (0.53 g, 2.16 mmol, 1.0 equiv) in DMF (2 mL) was added K2CO3 (0.33 g, 2.38 mmol, 1.1 equiv) and ethyl iodide (0.19 mL, 0.37 g, 2.38 mmol, 1.1 equiv) and the reaction mixture stirred under Ar at rt for 18 h. The K2CO3 was removed by filtration, the filtrate extracted with cyclohexane (3×50 mL), the combined organic phases washed with water (2×50 ml) and dried over MgSO4. The solvent was removed by evaporation under reduced pressure and the crud... The reactants are ClC1=C(C=C(C=C1OC)C=1OC=CC1)OC (2-(4-chloro-3,5-dimethoxyphenyl)furan), C(C)OC(C(=O)N(C)OC)C1=CC=C(C=C1)N1CCOCC1 (2-ethoxy-N-methoxy-N-methyl-2-(4-morpholinophenyl)acetamide). Yields the product ClC1=C(C=C(C=C1OC)C1=CC=C(O1)C(C(C1=CC=C(C=C1)N1CCOCC1)OCC)=O)OC (1-(5-(4-Chloro-3,5-dimethoxyphenyl)furan-2-yl)-2-ethoxy-2-(4-morpholinophenyl)ethanone), product. The yield is 26.0%. As a reaction SMILES: [Cl:1][C:2]1[C:7]([O:8][CH3:9])=[CH:6][C:5]([C:10]2[O:11][CH:12]=[CH:13][CH:14]=2)=[CH:4][C:3]=1[O:15][CH3:16].[CH2:17]([O:19][CH:20]([C:27]1[CH:32]=[CH:31][C:30]([N:33]2[CH2:38][CH2:37][O:36][CH2:35][CH2:34]2)=[CH:29][CH:28]=1)[C:21](N(OC)C)=[O:22])[CH3:18]>>[Cl:1][C:2]1[C:7]([O:8][CH3:9])=[CH:6][C:5]([C:10]2[O:11][C:12]([C:21](=[O:22])[CH:20]([O:19][CH2:17][CH3:18])[C:27]3[CH:28]=[CH:29][C:30]([N:33]4[CH2:34][CH2:35][O:36][CH2:37][CH2:38]4)=[CH:31][CH:32]=3)=[CH:13][CH:14]=2)=[CH:4][C:3]=1[O:15][CH3:16]. Procedure details: 1-(5-(4-Chloro-3,5-dimethoxyphenyl)furan-2-yl)-2-ethoxy-2-(4-morpholinophenyl)ethanone was prepared from 2-(4-chloro-3,5-dimethoxyphenyl)furan and 2-ethoxy-N-methoxy-N-methyl-2-(4-morpholinophenyl)acetamide according to the procedure used in Example 30. Purification by chromatography (60% EtOAc-hexanes) gave the product as a pale yellow solid (0.127 g, 26% yield). MS: m/z 486.5 [M+H]+. Starting materials: C(C)(=O)C1=CC2=CC=CC=C2C=C1 (2-acetylnaphthalene), FC(C(C(=O)OCC)(F)F)(F)F (ethyl pentafluoropropionate). Yields the product FC(C(CC(=O)C1=CC2=CC=CC=C2C=C1)=O)(C(F)(F)F)F (4,4,5,5,5-Pentafluoro-1-(2-naphthyl)-1,3-pentanedione). As a reaction SMILES: [C:1]([C:4]1[CH:13]=[CH:12][C:11]2[C:6](=[CH:7][CH:8]=[CH:9][CH:10]=2)[CH:5]=1)(=[O:3])[CH3:2].[F:14][C:15]([F:25])([F:24])[C:16]([F:23])([F:22])[C:17](OCC)=[O:18]>>[F:22][C:16]([F:23])([C:15]([F:25])([F:24])[F:14])[C:17](=[O:18])[CH2:2][C:1]([C:4]1[CH:13]=[CH:12][C:11]2[C:6](=[CH:7][CH:8]=[CH:9][CH:10]=2)[CH:5]=1)=[O:3]. Procedure details: The compound was synthesized according to example 1 using 2-acetylnaphthalene and ethyl pentafluoropropionate as starting materials. The product was crystallized from petroleum ether. 1H NMR (CDCl3): 6.79 (s, 1 H); 7.57-7.67 (m, 2H); 7.90 (bd, 1 H); 7.94-7.95 (m, 2H); 7.99 (bd, 1H); 8.53 (s, 1 H). IR (film): 1602 (C═O); 1201 (C—F).